From a dataset of the Open Reaction Database (ORD), a public repository of structured organic reaction records. describe an organic reaction: reactants, conditions, products, and yield Reactants: COC(=O)C(=NNC(N)=O)c1ccc(OCCOc2ccc3ccccc3c2)cc1, CO, ClCCl, [Na+], C1CCOC1, [OH-], O. Yields the product NC(=O)NN=C(C(=O)O)c1ccc(OCCOc2ccc3ccccc3c2)cc1. RXN SMILES: [CH3:1][O:2][C:3]([C:4]([c:5]1[cH:6][cH:7][c:8]([O:11][CH2:12][CH2:13][O:14][c:15]2[cH:16][c:17]3[cH:18][cH:19][cH:20][cH:21][c:22]3[cH:23][cH:24]2)[cH:9][cH:10]1)=[N:25][NH:26][C:27](=[O:28])[NH2:29])=[O:30].[CH3:36][OH:37].[Cl:33][CH2:34][Cl:35].[Na+:32].[O:38]1[CH2:39][CH2:40][CH2:41][CH2:42]1.[OH-:31].[OH2:43]>>[O:2]=[C:3]([C:4]([c:5]1[cH:6][cH:7][c:8]([O:11][CH2:12][CH2:13][O:14][c:15]2[cH:16][c:17]3[cH:18][cH:19][cH:20][cH:21][c:22]3[cH:23][cH:24]2)[cH:9][cH:10]1)=[N:25][NH:26][C:27](=[O:28])[NH2:29])[OH:30]. Reactants: NC(=O)C1CCC(Br)C(O)C1, [N-]=[N+]=[N-], [Na+], CN(C)C=O. The product is [N-]=[N+]=NC1CCC(C(N)=O)CC1O. Reaction SMILES: [Br:1][CH:2]1[CH:3]([OH:11])[CH2:4][CH:5]([C:8](=[O:9])[NH2:10])[CH2:6][CH2:7]1.[N-:13]=[N+:14]=[N-:15].[Na+:12].[O:16]=[CH:17][N:18]([CH3:19])[CH3:20]>>[CH:2]1([N:13]=[N+:14]=[N-:15])[CH:3]([OH:11])[CH2:4][CH:5]([C:8](=[O:9])[NH2:10])[CH2:6][CH2:7]1. Reactants: [Br-], Fc1cc(Br)ccc1I, C1CCOC1, CCCCCC, CCOC(C)=O, c1ccc(P(c2ccccc2)(c2ccccc2)[Pd](P(c2ccccc2)(c2ccccc2)c2ccccc2)(P(c2ccccc2)(c2ccccc2)c2ccccc2)P(c2ccccc2)(c2ccccc2)c2ccccc2)cc1, [Zn+]c1ccccn1. The product is Fc1cc(Br)ccc1-c1ccccn1. RXN SMILES: [Br-:10].[Br:1][c:2]1[cH:3][c:4]([F:9])[c:5]([I:8])[cH:6][cH:7]1.[CH2:24]1[O:25][CH2:26][CH2:27][CH2:28]1.[CH3:18][CH2:19][CH2:20][CH2:21][CH2:22][CH3:23].[CH3:29][CH2:30][O:31][C:32]([CH3:33])=[O:34].[cH:35]1[cH:36][cH:37][c:38]([P:39]([Pd:40]([P:41]([c:42]2[cH:43][cH:44][cH:45][cH:46][cH:47]2)([c:48]2[cH:49][cH:50][cH:51][cH:52][cH:53]2)[c:54]2[cH:55][cH:56][cH:57][cH:58][cH:59]2)([P:60]([c:61]2[cH:62][cH:63][cH:64][cH:65][cH:66]2)([c:67]2[cH:68][cH:69][cH:70][cH:71][cH:72]2)[c:73]2[cH:74][cH:75][cH:76][cH:77][cH:78]2)[P:79]([c:80]2[cH:81][cH:82][cH:83][cH:84][cH:85]2)([c:86]2[cH:87][cH:88][cH:89][cH:90][cH:91]2)[c:92]2[cH:93][cH:94][cH:95][cH:96][cH:97]2)([c:98]2[cH:99][cH:100][cH:101][cH:102][cH:103]2)[c:104]2[cH:105][cH:106][cH:107][cH:108][cH:109]2)[cH:110][cH:111]1.[n:11]1[c:12]([Zn+:17])[cH:13][cH:14][cH:15][cH:16]1>>[Br:1][c:2]1[cH:3][c:4]([F:9])[c:5](-[c:12]2[n:11][cH:16][cH:15][cH:14][cH:13]2)[cH:6][cH:7]1. The reactants are N(O)=C(C#N)C=1SC=CC1 (alphaoximino-2-thienylacetonitrile), CN=C=O (methylisocyanate), product. The reagents and catalysts are C(C)N(CC)CC (triethylamine). Run in CCOCC (ether), CCOCC (ether). The product is CNC(=O)ON=C(C#N)C=1SC=CC1 (O-(Methylcarbamoyl) Alpha-Oximino-2-Thienylacetonitrile). Reaction SMILES: [N:1](=[C:3]([C:6]1[S:7][CH:8]=[CH:9][CH:10]=1)[C:4]#[N:5])[OH:2].[CH3:11][N:12]=[C:13]=[O:14]>C(N(CC)CC)C.CCOCC>[CH3:11][NH:12][C:13]([O:2][N:1]=[C:3]([C:6]1[S:7][CH:8]=[CH:9][CH:10]=1)[C:4]#[N:5])=[O:14]. Procedure: To a solution of 3.04 g. (0.02 mole) of alphaoximino-2-thienylacetonitrile and 2 drops of triethylamine in 50 ml. of ether was added 1.14 g. (0.02 mole) of methylisocyanate in 10 ml. of ether. After 1 hour the solid was filtered and crystallized from benzene to give 3.8 g. of product melting at 154°-155° C. The reactants are OC1=CC(=C(C=C1)OC)OC (1-hydroxy-3,4-dimethoxybenzene), solution, C(C#C)Br (propargyl bromide), C([O-])([O-])=O.[K+].[K+] (potassium carbonate), CC(=O)C (acetone). The solvent is C1(=CC=CC=C1)C (toluene). Product: C(C#C)OC1=CC(=C(C=C1)OC)OC (1-(propargyloxy)-3,4-dimethoxybenzene). RXN SMILES: [OH:1][C:2]1[CH:7]=[CH:6][C:5]([O:8][CH3:9])=[C:4]([O:10][CH3:11])[CH:3]=1.C(=O)([O-])[O-].[K+].[K+].[CH3:18][C:19]([CH3:21])=O.C(Br)C#C>C1(C)C=CC=CC=1>[CH2:21]([O:1][C:2]1[CH:7]=[CH:6][C:5]([O:8][CH3:9])=[C:4]([O:10][CH3:11])[CH:3]=1)[C:19]#[CH:18] |f:1.2.3|. Procedure details: Following the same procedure as in Example 1, 13.8 g (0.1 mole) of 1-hydroxy-3,4-dimethoxybenzene, 13.8 g (0.1 mole) of anhydrous potassium carbonate in ml 50 of acetone and 14.9 g (0.1 mole) of a solution of propargyl bromide in toluene (80% w/w) were reacted. After work up and evaporation of the mixture u.v. (25° C./21 mbar) a residue was obtained that was purified on silica gel column (eluant n-hexane:ethyl acetate 5:1 v/v). A thick oil that after some time solidified with low melting point (...